From a dataset of the Open Reaction Database (ORD), a public repository of structured organic reaction records. describe an organic reaction: reactants, conditions, products, and yield Reactants: CCOC(=O)c1ccccc1C1=NC(=O)C(C)(C(C)C)N1, CCN=C=O, C1CCC2=NCCCN2CC1, ClCCl. Product: CCNC(=O)N1C(c2ccccc2C(=O)OCC)=NC(=O)C1(C)C(C)C. Reaction SMILES: [CH2:1]([CH3:2])[O:3][C:4](=[O:5])[c:6]1[c:7]([C:12]2=[N:16][C:15](=[O:17])[C:14]([CH3:18])([CH:19]([CH3:20])[CH3:21])[NH:13]2)[cH:8][cH:9][cH:10][cH:11]1.[CH2:22]([CH3:23])[N:24]=[C:25]=[O:26].[CH2:27]1[CH2:28][CH2:29][C:30]2=[N:35][CH2:34][CH2:33][CH2:32][N:31]2[CH2:36][CH2:37]1.[CH2:38]([Cl:39])[Cl:40]>>[CH2:1]([CH3:2])[O:3][C:4](=[O:5])[c:6]1[c:7]([C:12]2=[N:16][C:15](=[O:17])[C:14]([CH3:18])([CH:19]([CH3:20])[CH3:21])[N:13]2[C:25]([NH:24][CH2:22][CH3:23])=[O:26])[cH:8][cH:9][cH:10][cH:11]1. The reactants are C(C1=CC=CC=C1)(=O)[O-] (benzoate), C(C)(=O)OCC (ethyl acetate), C(C)(=O)O (acetic acid). The reagents and catalysts are [Pd] (palladium on charcoal). Yields the product C(C1=CC=CC=C1)(=O)O[C@H]1[C@@H]([C@H]2CC(C[C@H]2C1)=O)CO ((1R,5S,6S,7R)-7-Benzoyloxy-6-hydroxymethylbicyclo[3,3,0]octan-3-one). Reaction SMILES: [C:1]([O-:9])(=[O:8])[C:2]1[CH:7]=[CH:6][CH:5]=[CH:4][CH:3]=1.C([O:13][CH2:14][CH3:15])(=O)C.[C:16]([OH:19])(=O)[CH3:17]>[Pd]>[C:1]([O:9][C@@H:6]1[CH2:7][C@H:2]2[C@H:3]([CH2:4][C:16](=[O:19])[CH2:17]2)[C@H:15]1[CH2:14][OH:13])(=[O:8])[C:2]1[CH:7]=[CH:6][CH:5]=[CH:4][CH:3]=1. Reported procedure: A solution of 680 mg. of the benzoate prepared according to Reference Example 1(n) in 10 ml. of ethyl acetate and 0.5 ml. of glacial acetic acid is combined with 120 mg. of palladium on charcoal (10%) and shaken for 8 hours under a hydrogen atmosphere. Filtration and evaporation of the solution under vacuum yields 600 mg. of an oily crude product, which is purified by chromatography on silica gel with pentane/ethyl acetate (1+1), and 395 mg. of the pure alcohol as a colorless oil. The reactants are [Cl-].[Na+] (sodium chloride), FC=1C=C(C=O)C=CC1F (3,4-difluorobenzaldehyde), CC1(OC(=CC1=O)C)C (2,2,5-trimethyl-3(2H)-furanone), [OH-].[Na+] (sodium hydroxide). The solvent is C(C)O (ethanol). Reaction conditions: temperature 50 celsius. Product: FC=1C=C(C=CC1F)C=CC1=CC(C(O1)(C)C)=O (5-[2-(3,4-Difluorophenyl)ethenyl]-2,2-dimethyl-3(2H)-furanone). Isolated yield 49.6%. RXN SMILES: [F:1][C:2]1[CH:3]=[C:4]([CH:7]=[CH:8][C:9]=1[F:10])[CH:5]=O.[CH3:11][C:12]1([CH3:19])[C:16](=[O:17])[CH:15]=[C:14]([CH3:18])[O:13]1.[OH-].[Na+].[Cl-].[Na+]>C(O)C>[F:1][C:2]1[CH:3]=[C:4]([CH:5]=[CH:18][C:14]2[O:13][C:12]([CH3:19])([CH3:11])[C:16](=[O:17])[CH:15]=2)[CH:7]=[CH:8][C:9]=1[F:10] |f:2.3,4.5|. Reported procedure: To a solution of 3,4-difluorobenzaldehyde (1.9 g, 13.2 mM) and 2,2,5-trimethyl-3(2H)-furanone (2.0 g, 15.9 mM) in ethanol (100 mL), was added 1N aqueous sodium hydroxide (1.6 mL, 1.6 mM). The reaction solution was heated at 50° C. for four hours. After the reaction solution was cooled to room temperature, saturated aqueous sodium chloride (400 mL) was added. The aqueous layer was extracted with diethyl ether (3×100 mL). The combined ethereal extracts were washed with saturated aqueous sodium chl... The reactants are Cl, Cl, Cl, CN1CCC(C2CCN(C(=O)C(N)Cc3ccccn3)CC2)CC1, O=C(O)c1ccc2cc[nH]c2c1. Product: CN1CCC(C2CCN(C(=O)C(Cc3ccccn3)NC(=O)c3ccc4cc[nH]c4c3)CC2)CC1. Reaction SMILES: [ClH:1].[ClH:2].[ClH:3].[n:4]1[c:5]([CH2:10][CH:11]([NH2:12])[C:13](=[O:14])[N:15]2[CH2:16][CH2:17][CH:18]([CH:21]3[CH2:22][CH2:23][N:24]([CH3:27])[CH2:25][CH2:26]3)[CH2:19][CH2:20]2)[cH:6][cH:7][cH:8][cH:9]1.[nH:28]1[cH:29][cH:30][c:31]2[cH:32][cH:33][c:34]([C:37](=[O:38])[OH:39])[cH:35][c:36]12>>[n:4]1[c:5]([CH2:10][CH:11]([NH:12][C:37]([c:34]2[cH:33][cH:32][c:31]3[cH:30][cH:29][nH:28][c:36]3[cH:35]2)=[O:38])[C:13](=[O:14])[N:15]2[CH2:16][CH2:17][CH:18]([CH:21]3[CH2:22][CH2:23][N:24]([CH3:27])[CH2:25][CH2:26]3)[CH2:19][CH2:20]2)[cH:6][cH:7][cH:8][cH:9]1. Procedure: 100 g of 3-methyl-3,7-dihydropurine-2,6-dione and 49 g of sodium acetate are suspended in 800 ml of glacial acetic acid and heated to an internal temperature of 90° C., and 33.3 ml of bromine are slowly added (about 3-4 hours). The suspension is then stirred at this temperature for 3 hours; the reaction is complete according to TLC (DCM/MeOH=10:1). The reaction solution is cooled and filtered with suction. The residue is washed with 100 ml of glacial acetic acid and 500 ml of water and dried in ... As a reaction SMILES: [CH3:1][N:2]1[C:10]2[N:9]=[CH:8][NH:7][C:6]=2[C:5](=[O:11])[NH:4][C:3]1=[O:12].C([O-])(=O)C.[Na+].[Br:18]Br.C(Cl)Cl.CO>C(O)(=O)C>[Br:18][C:8]1[NH:7][C:6]2[C:5](=[O:11])[NH:4][C:3](=[O:12])[N:2]([CH3:1])[C:10]=2[N:9]=1 |f:1.2,4.5|. The solvent is C(C)(=O)O (acetic acid). The reactants are CN1C(NC(C=2NC=NC12)=O)=O (3-methyl-3,7-dihydropurine-2,6-dione), C(Cl)Cl.CO (DCM MeOH), C(C)(=O)[O-].[Na+] (sodium acetate), BrBr (bromine). Conditions: time 3 hour. The product is BrC1=NC=2N(C(NC(C2N1)=O)=O)C (8-Bromo-3-methyl-3,7-dihydropurine-2,6-dione). Reactants: BrBr (Bromine), FC(C1=C(C=CC=C1)O)(F)F (2-(trifluoromethyl)phenol), OS(=O)[O-].[Na+] (NaHSO3). Run in C(Cl)Cl (CH2Cl2), C(Cl)Cl (CH2Cl2). Reaction conditions: temperature 0 celsius, time 1 hour. The product is BrC1=CC(=C(C=C1)O)C(F)(F)F (4-bromo-2-(trifluoromethyl)phenol). As a reaction SMILES: [F:1][C:2]([F:11])([F:10])[C:3]1[CH:8]=[CH:7][CH:6]=[CH:5][C:4]=1[OH:9].[Br:12]Br.OS([O-])=O.[Na+]>C(Cl)Cl>[Br:12][C:7]1[CH:6]=[CH:5][C:4]([OH:9])=[C:3]([C:2]([F:10])([F:11])[F:1])[CH:8]=1 |f:2.3|. Procedure details: A round-bottom flask with stirbar was charged with 2-(trifluoromethyl)phenol (1.7 g, 10.49 mmol) in 10 mL CH2Cl2 was cooled to 0° C. Bromine (0.540 ml, 10.49 mmol) in 2 mL CH2Cl2 was added dropwise. The reaction mixture was stirred at 0° C. for 1 hour, then allowed to warm to ambient temperature over 1 hour. Aqueous NaHSO3 solution was added, and the mixture extracted with CH2Cl2. The organic phase was washed with aqueous NaHCO3 and brine, dried (MgSO4), filtered, and concentrated. The residues ... The reactants are [Br-], CC(C)(C)OC(=O)N1CCN(c2ncc(Br)n3cnnc23)CC1, CC(C)C[Zn+], C1CCOC1, Cc1ccccc1, Cl[Pd]Cl, c1ccc(P(c2ccccc2)c2ccccc2)cc1, c1ccc(P(c2ccccc2)c2ccccc2)cc1. Yields the product CC(C)Cc1cnc(N2CCN(C(=O)OC(C)(C)C)CC2)c2nncn12. Reaction SMILES: [Br-:24].[Br:1][c:2]1[cH:3][n:4][c:5]([N:11]2[CH2:12][CH2:13][N:14]([C:17](=[O:18])[O:19][C:20]([CH3:21])([CH3:22])[CH3:23])[CH2:15][CH2:16]2)[c:6]2[n:7]1[cH:8][n:9][n:10]2.[CH2:25]([CH:26]([CH3:27])[CH3:28])[Zn+:29].[CH2:30]1[O:31][CH2:32][CH2:33][CH2:34]1.[CH3:76][c:77]1[cH:78][cH:79][cH:80][cH:81][cH:82]1.[Pd:35]([Cl:36])[Cl:37].[c:38]1([P:39]([c:40]2[cH:41][cH:42][cH:43][cH:44][cH:45]2)[c:46]2[cH:47][cH:48][cH:49][cH:50][cH:51]2)[cH:52][cH:53][cH:54][cH:55][cH:56]1.[c:57]1([P:58]([c:59]2[cH:60][cH:61][cH:62][cH:63][cH:64]2)[c:65]2[cH:66][cH:67][cH:68][cH:69][cH:70]2)[cH:71][cH:72][cH:73][cH:74][cH:75]1>>[c:2]1([CH2:25][CH:26]([CH3:27])[CH3:28])[cH:3][n:4][c:5]([N:11]2[CH2:12][CH2:13][N:14]([C:17](=[O:18])[O:19][C:20]([CH3:21])([CH3:22])[CH3:23])[CH2:15][CH2:16]2)[c:6]2[n:7]1[cH:8][n:9][n:10]2. The reactants are CSc1csc(-n2c(=O)n(CC(=O)OC(C)(C)C)c3ccccc32)n1, CC(C)O, ClC(Cl)Cl, O. The product is CS(=O)c1csc(-n2c(=O)n(CC(=O)OC(C)(C)C)c3ccccc32)n1. As a reaction SMILES: [CH3:1][S:2][c:3]1[n:4][c:5](-[n:8]2[c:9](=[O:25])[n:10]([CH2:17][C:18](=[O:19])[O:20][C:21]([CH3:22])([CH3:23])[CH3:24])[c:11]3[c:12]2[cH:13][cH:14][cH:15][cH:16]3)[s:6][cH:7]1.[CH:27]([OH:28])([CH3:29])[CH3:30].[CH:31]([Cl:32])([Cl:33])[Cl:34].[OH2:26]>>[CH3:1][S:2]([c:3]1[n:4][c:5](-[n:8]2[c:9](=[O:25])[n:10]([CH2:17][C:18](=[O:19])[O:20][C:21]([CH3:22])([CH3:23])[CH3:24])[c:11]3[c:12]2[cH:13][cH:14][cH:15][cH:16]3)[s:6][cH:7]1)=[O:26]. The reactants are BrC=1N2C=3C=C(C(=C2N2CCC(OCCCC[C@@H](OC=4C=C(C(=CC4C4=CC=CC(C1N3)=C4)F)C)C)(CC2)C)[C@@H](C(=O)OC)OC(C)(C)C)C (methyl(2S)-2-[(22S)-8-bromo-17-fluoro-4,18,22,28-tetramethyl-21,27-dioxa-1,7,34-triazahexacyclo[26.2.2.16,9.110,14.02,7.015,20]tetratriaconta-2,4,6(34),8,10(33),11,13,15(20),16,18-decaen-3-yl]-2-(tert-butoxy)acetate), C(C)(C)(C)O[C@H](C(=O)O)C1=C2N3CCC(OCC=CC[C@@H](OC=4C=C(C=CC4C4=CC=CC(C5=CN2C(C=C1C)=N5)=C4)F)C)(CC3)C ((2S)-2-(tert-butoxy)-2-[(22S)-18-fluoro-4,22,28-trimethyl-21,27-dioxa-1,7,34-triazahexacyclo[26.2.2.16,9.110,14.02,7.015,20]tetratriaconta-2,4,6(34),8,10(33),11,13,15(20),16,18,24-undecaen-3-yl]acetic acid). The product is BrC=1N2C=3C=C(C(=C2N2CCC(OCCCC[C@@H](OC=4C=C(C(=CC4C4=CC=CC(C1N3)=C4)F)C)C)(CC2)C)[C@@H](C(=O)O)OC(C)(C)C)C ((2S)-2-[(22S)-8-Bromo-17-fluoro-4,18,22,28-tetramethyl-21,27-dioxa-1,7,34-triazahexacyclo[26.2.2.16,9.110,14.02,7.015,20]tetratriaconta-2,4,6(34),8,10(33),11,13,15(20),16,18-decaen-3-yl]-2-(tert-butoxy)acetic acid). RXN SMILES: [Br:1][C:2]1[N:3]2[C:8]3[N:9]4[CH2:38][CH2:37][C:12]([CH3:39])([O:13][CH2:14][CH2:15][CH2:16][CH2:17][C@H:18]([CH3:36])[O:19][C:20]5[CH:21]=[C:22]([CH3:35])[C:23]([F:34])=[CH:24][C:25]=5[C:26]5[CH:33]=[C:30]([C:31]=1[N:32]=[C:4]2[CH:5]=[C:6]([CH3:50])[C:7]=3[C@H:40]([O:45][C:46]([CH3:49])([CH3:48])[CH3:47])[C:41]([O:43]C)=[O:42])[CH:29]=[CH:28][CH:27]=5)[CH2:11][CH2:10]4.C(O[C@@H](C1C(C)=CC2=NC3=CN2C=1N1CCC(C)(OCC=CC[C@H](C)OC2C=C(F)C=CC=2C2C=C3C=CC=2)CC1)C(O)=O)(C)(C)C>>[Br:1][C:2]1[N:3]2[C:8]3[N:9]4[CH2:10][CH2:11][C:12]([CH3:39])([O:13][CH2:14][CH2:15][CH2:16][CH2:17][C@H:18]([CH3:36])[O:19][C:20]5[CH:21]=[C:22]([CH3:35])[C:23]([F:34])=[CH:24][C:25]=5[C:26]5[CH:33]=[C:30]([C:31]=1[N:32]=[C:4]2[CH:5]=[C:6]([CH3:50])[C:7]=3[C@H:40]([O:45][C:46]([CH3:49])([CH3:48])[CH3:47])[C:41]([OH:43])=[O:42])[CH:29]=[CH:28][CH:27]=5)[CH2:37][CH2:38]4. Procedure: Prepared in 24% from methyl(2S)-2-[(22S)-8-bromo-17-fluoro-4,18,22,28-tetramethyl-21,27-dioxa-1,7,34-triazahexacyclo[26.2.2.16,9.110,14.02,7.015,20]tetratriaconta-2,4,6(34),8,10(33),11,13,15(20),16,18-decaen-3-yl]-2-(tert-butoxy)acetate following the procedure for (2S)-2-(tert-butoxy)-2-[(22S)-18-fluoro-4,22,28-trimethyl-21,27-dioxa-1,7,34-triazahexacyclo[26.2.2.16,9.110,14.02,7.015,20]tetratriaconta-2,4,6(34),8,10(33),11,13,15(20),16,18,24-undecaen-3-yl]acetic acid. 1H NMR (600 MHz, DMSO-d6) δ ... Reactants: O=C([O-])O, CNC(=O)c1ccc(Cl)cc1C=O, Cl, [Na+]. Yields the product O=Cc1cc(Cl)ccc1C(=O)O. As a reaction SMILES: [C:14]([OH:15])(=[O:16])[O-:17].[CH:1](=[O:2])[c:3]1[c:4]([C:5](=[O:6])[NH:7][CH3:8])[cH:9][cH:10][c:11]([Cl:13])[cH:12]1.[ClH:19].[Na+:18]>>[CH:1](=[O:2])[c:3]1[c:4]([C:5](=[O:6])[OH:15])[cH:9][cH:10][c:11]([Cl:13])[cH:12]1.